From a dataset of the Open Reaction Database (ORD), a public repository of structured organic reaction records. describe an organic reaction: reactants, conditions, products, and yield The reactants are [Mg] (magnesium), FC=1C=C(C=C(C1)F)Br (3,5-difluorobromobenzene), ClC1=NC=C(C=N1)CCCCC (2-chloro-5-pentylpyrimidine), Cl (hydrochloric acid). The reagents and catalysts are Cl[Ni]Cl (NiCl2). Run in O1CCCC1 (tetrahydrofuran). The product is Grignard reagent, FC=1C=C(C=C(C1)F)C1=NC=C(C=N1)CCCCC (2-(3,5-difluorophenyl)-5-pentylpyrimidine). The yield is 15.4%. Reaction SMILES: [Mg].[F:2][C:3]1[CH:4]=[C:5](Br)[CH:6]=[C:7]([F:9])[CH:8]=1.Cl[C:12]1[N:17]=[CH:16][C:15]([CH2:18][CH2:19][CH2:20][CH2:21][CH3:22])=[CH:14][N:13]=1.Cl>O1CCCC1.Cl[Ni]Cl>[F:2][C:3]1[CH:4]=[C:5]([C:12]2[N:13]=[CH:14][C:15]([CH2:18][CH2:19][CH2:20][CH2:21][CH3:22])=[CH:16][N:17]=2)[CH:6]=[C:7]([F:9])[CH:8]=1. Reported procedure: Grignard reagent was prepared from dried magnesium and 49.0 g (254 mmol) of 3,5-difluorobromobenzene in 200 ml of tetrahydrofuran (THF), 1 g of NiCl2 (dppp) was added thereto, 36.0 g (195 mmol) of the 2-chloro-5-pentylpyrimidine described above was added dropwise thereto, and the product was heated to reflux for 2 hours. The reaction solution was cooled down, and added into 200 ml of 1N-hydrochloric acid. The product was extracted with ether, and the extract was washed with saturated aqueous sol... Starting materials: FC1=CC(=C(OC2=C(C(=O)NC=3C=CC(=NC3)C(=O)O)C=CC(=C2)C(C(F)(F)F)(F)F)C=C1)OC (5-(2-(4-fluoro-2-methoxyphenoxy)-4-(perfluoroethyl)benzamido)picolinic Acid), FC1=CC=C(C=C1)O (4-fluorophenol). Reaction SMILES: [F:1][C:2]1[CH:33]=[CH:32][C:5]([O:6][C:7]2[CH:24]=[C:23]([C:25]([F:31])([F:30])[C:26]([F:29])([F:28])[F:27])[CH:22]=[CH:21][C:8]=2[C:9]([NH:11][C:12]2[CH:13]=[CH:14][C:15]([C:18]([OH:20])=[O:19])=[N:16][CH:17]=2)=[O:10])=[C:4](OC)[CH:3]=1.FC1C=CC(O)=CC=1>>[F:1][C:2]1[CH:3]=[CH:4][C:5]([O:6][C:7]2[CH:24]=[C:23]([C:25]([F:31])([F:30])[C:26]([F:27])([F:29])[F:28])[CH:22]=[CH:21][C:8]=2[C:9]([NH:11][C:12]2[CH:13]=[CH:14][C:15]([C:18]([OH:20])=[O:19])=[N:16][CH:17]=2)=[O:10])=[CH:32][CH:33]=1. The product is FC1=CC=C(OC2=C(C(=O)NC=3C=CC(=NC3)C(=O)O)C=CC(=C2)C(C(F)(F)F)(F)F)C=C1 (5-(2-(4-Fluorophenoxy)-4-(perfluoroethyl)benzamido)picolinic acid). Procedure details: 5-(2-(4-Fluorophenoxy)-4-(perfluoroethyl)benzamido)picolinic acid (73) was prepared as described above for compound 72 from 4-fluorophenol.